Dataset: the Open Reaction Database (ORD), a public repository of structured organic reaction records. Task: describe an organic reaction: reactants, conditions, products, and yield The product is O1C(OCC1)C(C)[C@H]1CC[C@H]2C3=CC=C4C[C@H]([C@H]5[C@@H]([C@]4(C)[C@H]3CC[C@]12C)O5)O (20-(1,3-dioxolan-2-yl)-1α,2α-epoxypregna-5,7-dien-3β-ol). The yield is 90.1%. Reaction SMILES: C(O[C@H]1CC[C@@]2(C)C(=CC=C3[C@@H]2CC[C@@]2(C)[C@H]3CC[C@@H]2C2(C3OCCO3)OC2)C1)(=O)C.C([O:35][C@H:36]1[C@@H:62]2[O:63][C@@H:61]2[C@@:60]2([CH3:64])[C:38](=[CH:39][CH:40]=[C:41]3[C@@H:59]2[CH2:58][CH2:57][C@@:56]2([CH3:65])[C@H:42]3[CH2:43][CH2:44][C@@H:45]2[CH:46]([CH:48]2[O:53][CH2:52]C(C)(C)[CH2:50][O:49]2)[CH3:47])[CH2:37]1)(=O)C>>[O:53]1[CH2:52][CH2:50][O:49][CH:48]1[CH:46]([C@@H:45]1[C@:56]2([CH3:65])[C@H:42]([C:41]3[C@H:59]([CH2:58][CH2:57]2)[C@:60]2([CH3:64])[C:38]([CH2:37][C@@H:36]([OH:35])[C@@H:62]4[O:63][C@@H:61]42)=[CH:39][CH:40]=3)[CH2:43][CH2:44]1)[CH3:47]. Procedure details: The procedure of Example 23 was repeated except that 4.5 mg (0.0106 mmole) of 20-(1,3-dioxolan-2-yl)--epoxypregna-5,7-dien-3β-yl acetate was used in lieu of 5 mg of 20-(5,5-dimethyl-1,3-dioxan-2-yl)-1α,2α-epoxypregna-5,7-dien-3β-yl acetate to give 3.7 mg of 20-(1,3-dioxolan-2-yl)-1α,2α-epoxypregna-5,7-dien-3β-ol (yield: 90%). Reactants: C(C)(=O)O[C@@H]1CC2=CC=C3[C@@H]4CC[C@H](C5(CO5)C5OCCO5)[C@]4(CC[C@@H]3[C@]2(CC1)C)C (20-(1,3-dioxolan-2-yl)--epoxypregna-5,7-dien-3β-yl acetate), C(C)(=O)O[C@@H]1CC2=CC=C3[C@@H]4CC[C@H](C(C)C5OCC(CO5)(C)C)[C@]4(CC[C@@H]3[C@]2([C@@H]2[C@H]1O2)C)C (20-(5,5-dimethyl-1,3-dioxan-2-yl)-1α,2α-epoxypregna-5,7-dien-3β-yl acetate). The reactants are C(O)([O-])=O.[Na+] (sodium hydrogen carbonate), N1C[C@@H](OCC1)CNC(OC(C)(C)C)=O (tert-Butyl (2R)-morpholin-2-ylmethylcarbamate), C(C)(C)N(C(C)C)CC (N,N-diisopropylethylamine), BrC(C)C1=CC(=C(C=C1)Cl)Cl (4-(1-bromoethyl)-1,2-dichlorobenzene), C(C)(C)N(C(C)C)CC (N,N-diisopropylethylamine), BrC(C)C1=CC(=C(C=C1)Cl)Cl (4-(1-bromoethyl)-1,2-dichlorobenzene). Run in ClCCl (dichloromethane), CN(C=O)C (N,N-dimethylformamide). Reaction conditions: time 5 day. The product is ClC=1C=C(C=CC1Cl)C(C)N1C[C@@H](OCC1)CNC(OC(C)(C)C)=O (tert-Butyl {(2S)-4-[1-(3,4-dichlorophenyl)ethyl]morpholin-2-yl}methylcarbamate). The yield is 89.4%. RXN SMILES: [NH:1]1[CH2:6][CH2:5][O:4][C@@H:3]([CH2:7][NH:8][C:9](=[O:15])[O:10][C:11]([CH3:14])([CH3:13])[CH3:12])[CH2:2]1.C(N(CC)C(C)C)(C)C.Br[CH:26]([C:28]1[CH:33]=[CH:32][C:31]([Cl:34])=[C:30]([Cl:35])[CH:29]=1)[CH3:27].C(=O)([O-])O.[Na+]>CN(C)C=O.ClCCl>[Cl:35][C:30]1[CH:29]=[C:28]([CH:26]([N:1]2[CH2:6][CH2:5][O:4][C@@H:3]([CH2:7][NH:8][C:9](=[O:15])[O:10][C:11]([CH3:12])([CH3:14])[CH3:13])[CH2:2]2)[CH3:27])[CH:33]=[CH:32][C:31]=1[Cl:34] |f:3.4|. Procedure details: tert-Butyl (2R)-morpholin-2-ylmethylcarbamate (2.00 g) in N,N-dimethylformamide (16 ml) was treated with N,N-diisopropylethylamine (1.6 ml) followed by 4-(1-bromoethyl)-1,2-dichlorobenzene (2.58 g). After stirring for five days at room temperature, further portions of 4-(1-bromoethyl)-1,2-dichlorobenzene (2.58 g) and N,N-diisopropylethylamine (1.6 ml) were added and stirring continued for 24 h at room temperature. The solution was treated with dichloromethane (70 ml) and saturated aqueous sodium... Reactants: [BH4-].[Na+] (Sodium borohydride), COC1=C(C=CC(=N1)C(=O)OCC)C(F)(F)F (ethyl 6-methoxy-5-(trifluoromethyl)pyridine-2-carboxylate), O (water). The solvent is CO (methanol). Conditions: time 2 hour. The product is COC1=C(C=CC(=N1)CO)C(F)(F)F ([6-methoxy-5-(trifluoromethyl)pyridin-2-yl]methanol). Isolated yield 97.0%. RXN SMILES: [BH4-].[Na+].[CH3:3][O:4][C:5]1[N:10]=[C:9]([C:11](OCC)=[O:12])[CH:8]=[CH:7][C:6]=1[C:16]([F:19])([F:18])[F:17].O>CO>[CH3:3][O:4][C:5]1[N:10]=[C:9]([CH2:11][OH:12])[CH:8]=[CH:7][C:6]=1[C:16]([F:19])([F:17])[F:18] |f:0.1|. Procedure details: Sodium borohydride (405 mg) was added to a solution of ethyl 6-methoxy-5-(trifluoromethyl)pyridine-2-carboxylate (670 mg, described in WO 2005058830) in methanol (20 mL) under ice-cooling, and the mixture was stirred at room temperature for two hours. The reaction solution was poured into water, followed by extraction with chloroform. The organic layer was washed with brine, dried over anhydrous magnesium sulfate and filtered, after which the filtrate was concentrated under reduced pressure to g... Starting materials: O1C(=CC=C1)C=CC(=O)C1=CC=C(C=C1)OC (3-(furan-2-yl)-1-(4-methoxyphenyl)prop-2-en-1-one), Cl (HCl), C(C)O (ethanol), C(=O)([O-])[O-].[Na+].[Na+] (Na2CO3). Yields the product COC1=CC=C(C=C1)C(CCC(CCC(=O)OCC)=O)=O (ethyl 7-(4-methoxyphenyl)-4,7-dioxoheptanoate). Yield: 49.0%. Reaction SMILES: [O:1]1C=[CH:4][CH:3]=[C:2]1[CH:6]=[CH:7][C:8]([C:10]1[CH:15]=[CH:14][C:13]([O:16][CH3:17])=[CH:12][CH:11]=1)=[O:9].Cl.[C:19]([O-:22])([O-])=[O:20].[Na+].[Na+].[CH2:25](O)[CH3:26]>>[CH3:17][O:16][C:13]1[CH:12]=[CH:11][C:10]([C:8](=[O:9])[CH2:7][CH2:6][C:2](=[O:1])[CH2:3][CH2:4][C:19]([O:22][CH2:25][CH3:26])=[O:20])=[CH:15][CH:14]=1 |f:2.3.4|. Reported procedure: To a solution of compound 3-(furan-2-yl)-1-(4-methoxyphenyl)prop-2-en-1-one (8.0 g, 35.1 mmol) in ethanol (150 mL) was added conc. HCl (38.0 mL). The resulting mixture was refluxed for 14 h. Then the solution was neutralized with 10% Na2CO3 solution. The volatile was removed. The residue was diluted with DCM (750 mL), washed with water (200 mL) and brine (200 mL), dried over Na2SO4, filtered, concentrated and purified by silica gel column chromatography (PE:EA=8:1˜4:1) to give ethyl 7-(4-methoxy... The reactants are C(C)OC1=C(O[C@H]2CN(CCC2)C2=NC=C(C=N2)C(=O)O)C=CC=C1 ((R)-2-(3-(2-ethoxyphenoxy)piperidin-1-yl)pyrimidine-5-carboxylic acid), NCC1=C(C=C(C(=O)OC)C=C1)C (methyl 4-(aminomethyl)-3-methylbenzoate), CCN=C=NCCCN(C)C.Cl (EDCl), Ester, [Li+].[OH-] (LiOH). The product is C(C)OC1=C(O[C@H]2CN(CCC2)C2=NC=C(C=N2)C(=O)NCC2=C(C=C(C(=O)O)C=C2)C)C=CC=C1 ((R)-4-((2-(3-(2-ethoxyphenoxy)piperidin-1-yl)pyrimidine-5-carboxamido)methyl)-3-methylbenzoic acid). Reaction SMILES: [CH2:1]([O:3][C:4]1[CH:25]=[CH:24][CH:23]=[CH:22][C:5]=1[O:6][C@@H:7]1[CH2:12][CH2:11][CH2:10][N:9]([C:13]2[N:18]=[CH:17][C:16]([C:19]([OH:21])=O)=[CH:15][N:14]=2)[CH2:8]1)[CH3:2].[NH2:26][CH2:27][C:28]1[CH:37]=[CH:36][C:31]([C:32]([O:34]C)=[O:33])=[CH:30][C:29]=1[CH3:38].CCN=C=NCCCN(C)C.Cl.[Li+].[OH-]>>[CH2:1]([O:3][C:4]1[CH:25]=[CH:24][CH:23]=[CH:22][C:5]=1[O:6][C@@H:7]1[CH2:12][CH2:11][CH2:10][N:9]([C:13]2[N:14]=[CH:15][C:16]([C:19]([NH:26][CH2:27][C:28]3[CH:37]=[CH:36][C:31]([C:32]([OH:34])=[O:33])=[CH:30][C:29]=3[CH3:38])=[O:21])=[CH:17][N:18]=2)[CH2:8]1)[CH3:2] |f:2.3,4.5|. Procedure: (R)-4-((2-(3-(2-ethoxyphenoxy)piperidin-1-yl)pyrimidine-5-carboxamido)methyl)-3-methylbenzoic acid was prepared from (R)-2-(3-(2-ethoxyphenoxy)piperidin-1-yl)pyrimidine-5-carboxylic acid and methyl 4-(aminomethyl)-3-methylbenzoate using Amidation Method 2 (EDCl) and Ester Hydrolysis Method 1 (LiOH). 1H NMR (400 MHz, DMSO-d6) δ 12.8 (s, 1H), 8.81 (m, 1H), 8.78 (s, 2H), 7.75 (m, 2H), 7.31 (d, 1H), 7.05 (d, 1H), 6.91 (m, 3H), 4.48 (d, 2H), 4.33 (m, 1H), 4.18 (app dd, 1H), 3.90 (m, 4H), 3.80 (m, 1H)... The reactants are C(C)(C)C1=CC=C(C=C1)O (4-isopropylphenol), IN1C(CCC1=O)=O (N-iodosuccinimide), CC=1C=CC(=CC1)S(=O)(=O)O (p-TsOH). Solvent: C(Cl)Cl (CH2Cl2), C(Cl)Cl (CH2Cl2). Procedure details: A solution of 4-isopropylphenol (500 mg, 3.67 mmol), N-iodosuccinimide (838 mg, 3.72 mmol) and p-TsOH (70 mg, 0.37 mmol) in CH2Cl2 (25 mL) was stirred at room temperature overnight. The reaction mixture was diluted with CH2Cl2 and washed with water. The organic phase was dried and evaporated to give 820 mg of 2-iodo-4-isopropylphenol (85%). 1H NMR (400 MHz, CDCl3) δ ppm 1.22 (d, J=7.03 Hz, 6 H) 2.82 (spt, J=6.95, 6.65 Hz, 1 H) 6.92 (d, J=8.53 Hz, 1 H) 7.11 (dd, J=8.28, 2.01 Hz, 1 H) 7.50 (d, J=2... As a reaction SMILES: [CH:1]([C:4]1[CH:9]=[CH:8][C:7]([OH:10])=[CH:6][CH:5]=1)([CH3:3])[CH3:2].[I:11]N1C(=O)CCC1=O.CC1C=CC(S(O)(=O)=O)=CC=1>C(Cl)Cl>[I:11][C:6]1[CH:5]=[C:4]([CH:1]([CH3:3])[CH3:2])[CH:9]=[CH:8][C:7]=1[OH:10]. Yields the product IC1=C(C=CC(=C1)C(C)C)O (2-iodo-4-isopropylphenol). The yield is 85.3%.